Dataset: the Open Reaction Database (ORD), a public repository of structured organic reaction records. Task: describe an organic reaction: reactants, conditions, products, and yield Reactants: C(C)C=1C(NC(N([C@H]2C[C@H](O)[C@@H](CO)O2)C1)=O)=O (2'-deoxy-5-ethyluridine), C1(=CC=C(C=C1)S(=O)(=O)Cl)C (p-toluenesulfonyl chloride). Solvent: N1=CC=CC=C1 (pyridine). Conditions: temperature 0 celsius, time 1 hour. Yields the product C(C)C=1C(NC(N([C@H]2C[C@H](O)[C@@H](COS(=O)(=O)C3=CC=C(C=C3)C)O2)C1)=O)=O (2'-deoxy-5-ethyl-5'-O-(p-toluenesulfonyl)uridine). The yield is 31.2%. Reaction SMILES: [CH2:1]([C:3]1[C:4](=[O:18])[NH:5][C:6](=[O:17])[N:7]([CH:16]=1)[C@@H:8]1[O:15][C@H:12]([CH2:13][OH:14])[C@@H:10]([OH:11])[CH2:9]1)[CH3:2].[C:19]1([CH3:29])[CH:24]=[CH:23][C:22]([S:25](Cl)(=[O:27])=[O:26])=[CH:21][CH:20]=1>N1C=CC=CC=1>[CH2:1]([C:3]1[C:4](=[O:18])[NH:5][C:6](=[O:17])[N:7]([CH:16]=1)[C@@H:8]1[O:15][C@H:12]([CH2:13][O:14][S:25]([C:22]2[CH:23]=[CH:24][C:19]([CH3:29])=[CH:20][CH:21]=2)(=[O:27])=[O:26])[C@@H:10]([OH:11])[CH2:9]1)[CH3:2]. Reported procedure: 26 g of 2'-deoxy-5-ethyluridine were dissolved in 400 ml of dry pyridine. The solution was cooled to 0° C. and stirred while 20 g of p-toluenesulfonyl chloride were added portionwise. Stirring at 0° C. was continued for 1 hour and the mixture was then left to stand at 4° C. overnight. The solvent was removed by evaporation and the residue was re-evaporated with toluene. The residue was shaken with 200 ml of methanol and left to stand in a refrigerator for 2.5 hours to give a solid which was remo...